Dataset: the Open Reaction Database (ORD), a public repository of structured organic reaction records. Task: describe an organic reaction: reactants, conditions, products, and yield Reactants: CC(C)(C)[S@](=O)N ((S)-2-methylpropane-2-sulfinamide), BrC1=CC(=C(C=O)C=C1)F (4-bromo-2-fluorobenzaldehyde), C1(=CC=C(C=C1)S(=O)(=O)[O-])C.[NH+]1=CC=CC=C1 (pyridinium p-toluenesulfonate), S(=O)(=O)([O-])[O-].[Mg+2] (magnesium sulfate), S(=O)(=O)([O-])[O-].[Mg+2] (magnesium sulfate). The solvent is C(Cl)Cl (DCM). Run at time 24 hour. The product is BrC1=CC(=C(C=C1)\C=N\[S@@](=O)C(C)(C)C)F ((S)-2-Methyl-propane-2-sulfinic acid 1-(4-bromo-2-fluoro-phenyl)-meth-(E)-ylideneamide). Yield: 44.5%. Reaction SMILES: [CH3:1][C:2]([S@@:5]([NH2:7])=[O:6])([CH3:4])[CH3:3].[Br:8][C:9]1[CH:16]=[CH:15][C:12]([CH:13]=O)=[C:11]([F:17])[CH:10]=1.C1(C)C=CC(S([O-])(=O)=O)=CC=1.[NH+]1C=CC=CC=1.S([O-])([O-])(=O)=O.[Mg+2]>C(Cl)Cl>[Br:8][C:9]1[CH:16]=[CH:15][C:12](/[CH:13]=[N:7]/[S@:5]([C:2]([CH3:4])([CH3:3])[CH3:1])=[O:6])=[C:11]([F:17])[CH:10]=1 |f:2.3,4.5|. Procedure details: To a solution of (S)-2-methylpropane-2-sulfinamide (4 g, 33.0 mmol) and 4-bromo-2-fluorobenzaldehyde (7.03 g, 34.7 mmol) in DCM (80.0 ml) were added pyridinium p-toluenesulfonate (415 mg, 1.65 mmol) and magnesium sulfate (39.7 g, 330 mmol) and the reaction mixture was stirred at room temperature over night. Then additional magnesium sulfate (19.85 g, 165 mmol) was added and stirring was continued for 24 h. The reaction mixture was filtered through a pad of celite and the filtrate was evaporated.... Starting materials: O[C@@H]1C(O[C@H]([C@@H]1O)N1C(N(C(C=C1)=O)CC1=CC=C(C=C1)OC)=O)[C@@H]([C@H](NCCCNC([C@@H](NC(OCC1=CC=CC=C1)=O)[C@H](C)O)=O)C(=O)OC(C)(C)C)O (tert-butyl (5S,12S)-12-[(R)-[(3S,4R,5R)-3,4-dihydroxy-5-(3-(4-methoxybenzyl)-2,4-dioxo-3,4-dihydro-1(2H)-pyrimidinyl)tetrahydro-2-furanyl]-(hydroxy)methyl]-5-[(1S)-1-hydroxyethyl]-3,6-dioxo-1-phenyl-2-oxa-4,7,11-triazatridecan-13-oate). The reagents and catalysts are [Pd] (palladium on carbon). Run in CO (methanol). Yields the product N[C@H](C(=O)NCCCN[C@H](C(=O)OC(C)(C)C)[C@@H](O)C1O[C@H]([C@@H]([C@@H]1O)O)N1C(N(C(C=C1)=O)CC1=CC=C(C=C1)OC)=O)[C@H](C)O (tert-butyl (2S,3R)-2-[(3-{[(2S,3S)-2-amino-3-hydroxybutanoyl]amino}propyl)amino]-3-[(3S,4R,5R)-3,4-dihydroxy-5-(3-(4-methoxybenzyl)-2,4-dioxo-3,4-dihydro-1(2H)-pyrimidinyl)-tetrahydro-2-furanyl]-3-hydroxypropanoate). Yield: 92.1%. Reaction SMILES: [OH:1][C@H:2]1[C@@H:6]([OH:7])[C@H:5]([N:8]2[CH:13]=[CH:12][C:11](=[O:14])[N:10]([CH2:15][C:16]3[CH:21]=[CH:20][C:19]([O:22][CH3:23])=[CH:18][CH:17]=3)[C:9]2=[O:24])[O:4][CH:3]1[C@H:25]([OH:56])[C@@H:26]([C:49]([O:51][C:52]([CH3:55])([CH3:54])[CH3:53])=[O:50])[NH:27][CH2:28][CH2:29][CH2:30][NH:31][C:32](=[O:48])[C@H:33]([C@@H:45]([OH:47])[CH3:46])[NH:34]C(=O)OCC1C=CC=CC=1>CO.[Pd]>[NH2:34][C@@H:33]([C@@H:45]([OH:47])[CH3:46])[C:32]([NH:31][CH2:30][CH2:29][CH2:28][NH:27][C@@H:26]([C@H:25]([CH:3]1[C@@H:2]([OH:1])[C@@H:6]([OH:7])[C@H:5]([N:8]2[CH:13]=[CH:12][C:11](=[O:14])[N:10]([CH2:15][C:16]3[CH:21]=[CH:20][C:19]([O:22][CH3:23])=[CH:18][CH:17]=3)[C:9]2=[O:24])[O:4]1)[OH:56])[C:49]([O:51][C:52]([CH3:53])([CH3:54])[CH3:55])=[O:50])=[O:48]. Reported procedure: tert-Butyl (5S,12S)-12-[(R)-[(3S,4R,5R)-3,4-dihydroxy-5-(3-(4-methoxybenzyl)-2,4-dioxo-3,4-dihydro-1(2H)-pyrimidinyl)tetrahydro-2-furanyl]-(hydroxy)methyl]-5-[(1S)-1-hydroxyethyl]-3,6-dioxo-1-phenyl-2-oxa-4,7,11-triazatridecan-13-oate (8 mg, 0.01 mmol, obtained from Example 44) was hydrogenated in methanol (2 ml) using 10% palladium on carbon (5 mg) under atmospheric pressure for 4 hours. The catalyst was removed and the volatiles was concentrated in vacuo to provide tert-butyl (2S,3R)-2-[(3-{[(... The reactants are C1CCOC1, CCN(C(C)C)C(C)C, O=C(Cl)CCl, Cl, NC(=O)c1sc2nc3c(c(-c4cccs4)c2c1N)CNC3, CN(C)C=O. Yields the product NC(=O)c1sc2nc3c(c(-c4cccs4)c2c1N)CN(C(=O)CCl)C3. As a reaction SMILES: [CH2:42]1[O:43][CH2:44][CH2:45][CH2:46]1.[CH:23]([N:24]([CH:25]([CH3:26])[CH3:27])[CH2:28][CH3:29])([CH3:30])[CH3:31].[Cl:32][CH2:33][C:34](=[O:35])[Cl:36].[ClH:1].[NH2:2][c:3]1[c:4]([C:20](=[O:21])[NH2:22])[s:5][c:6]2[n:7][c:8]3[c:12]([c:13](-[c:15]4[s:16][cH:17][cH:18][cH:19]4)[c:14]12)[CH2:11][NH:10][CH2:9]3.[O:37]=[CH:38][N:39]([CH3:40])[CH3:41]>>[NH2:2][c:3]1[c:4]([C:20](=[O:21])[NH2:22])[s:5][c:6]2[n:7][c:8]3[c:12]([c:13](-[c:15]4[s:16][cH:17][cH:18][cH:19]4)[c:14]12)[CH2:11][N:10]([C:34]([CH2:33][Cl:32])=[O:35])[CH2:9]3. Starting materials: BrC1=CC=C(C=C1)C#CCO (3-(4-bromophenyl)-prop-2-yn-1-ol), Solution, [H-].[Al+3].[Li+].[H-].[H-].[H-] (lithium aluminum hydride), C[O-].[Na+] (sodium methoxide), C(C)(=O)OCC (ethyl acetate), ClC1=CC=C(C=C1)I (1-chloro-4-iodobenzene), O1C(=CC=C1)P(C=1OC=CC1)C=1OC=CC1 (tri-(2-furyl)phosphine). Reagents/catalysts: [Cl-].[Zn+2].[Cl-] (zinc chloride). Run in O1CCCC1 (tetrahydrofuran), O1CCCC1 (tetrahydrofuran), O1CCCC1 (tetrahydrofuran). Conditions: temperature 0 celsius, time 3.5 hour. Yields the product BrC1=CC=C(C=C1)/C(=C/CO)/C1=CC=C(C=C1)Cl ((E)-3-(4-bromophenyl)-3-(4-chlorophenyl)-prop-2-en-1-ol). As a reaction SMILES: [H-].[Al+3].[Li+].[H-].[H-].[H-].C[O-].[Na+].[Br:10][C:11]1[CH:16]=[CH:15][C:14]([C:17]#[C:18][CH2:19][OH:20])=[CH:13][CH:12]=1.C(OCC)(=O)C.[Cl:27][C:28]1[CH:33]=[CH:32][C:31](I)=[CH:30][CH:29]=1.O1C=CC=C1P(C1OC=CC=1)C1OC=CC=1>O1CCCC1.[Cl-].[Zn+2].[Cl-]>[Br:10][C:11]1[CH:12]=[CH:13][C:14](/[C:17](/[C:31]2[CH:32]=[CH:33][C:28]([Cl:27])=[CH:29][CH:30]=2)=[CH:18]/[CH2:19][OH:20])=[CH:15][CH:16]=1 |f:0.1.2.3.4.5,6.7,13.14.15|. Reported procedure: 1 M Solution of lithium aluminum hydride in tetrahydrofuran (7.9 mL, 7.9 mmol) was added to sodium methoxide (21 mg, 0.396 mmol) under nitrogen. The mixture was cooled to 0° C. and a solution of 3-(4-bromophenyl)-prop-2-yn-1-ol (1.67 g, 7.91 mmol) in dry tetrahydrofuran (12 mL) was added dropwise. The reaction mixture was stirred at 0° C. for 3.5 h; dry ethyl acetate (2.4 mL, 15.8 mmol) was added and the whole mixture was stirred at ambient temperature for 30 min. A degassed solution of 1-chloro... Starting materials: O=C([O-])O, CC[SH]=C(O)C(N)CS, CC#N, Cl, [Na+], [Na+], [OH-], O. The product is CC[SH]=C(O)C(CS)NC(=O)C(C)N. RXN SMILES: [C:10]([OH:11])([O-:12])=[O:13].[CH2:1]([CH3:2])[SH:3]=[C:4]([CH:5]([NH2:6])[CH2:7][SH:8])[OH:9].[CH3:18][C:19]#[N:20].[ClH:17].[Na+:14].[Na+:16].[OH-:15].[OH2:21]>>[CH2:1]([CH3:2])[SH:3]=[C:4]([CH:5]([NH:6][C:10](=[O:13])[CH:19]([CH3:18])[NH2:20])[CH2:7][SH:8])[OH:9]. Starting materials: COCCOCOc1ccc(C=CC=CC(=O)NCCN2CCC(OC(c3ccccc3)c3ccccc3)CC2)cc1OC, CO, [Na+], [Na+], O=C([O-])[O-], O, O, Cc1ccc(S(=O)(=O)O)cc1. Yields the product COc1cc(C=CC=CC(=O)NCCN2CCC(OC(c3ccccc3)c3ccccc3)CC2)ccc1O. Reaction SMILES: [CH3:1][O:2][c:3]1[cH:4][c:5]([CH:16]=[CH:17][CH:18]=[CH:19][C:20](=[O:21])[NH:22][CH2:23][CH2:24][N:25]2[CH2:26][CH2:27][CH:28]([O:31][CH:32]([c:33]3[cH:34][cH:35][cH:36][cH:37][cH:38]3)[c:39]3[cH:40][cH:41][cH:42][cH:43][cH:44]3)[CH2:29][CH2:30]2)[cH:6][cH:7][c:8]1[O:9][CH2:10][O:11][CH2:12][CH2:13][O:14][CH3:15].[CH3:64][OH:65].[Na+:58].[Na+:59].[O-:60][C:61](=[O:62])[O-:63].[OH2:45].[OH2:57].[c:46]1([CH3:47])[cH:48][cH:49][c:50]([S:51]([OH:52])(=[O:53])=[O:54])[cH:55][cH:56]1>>[CH3:1][O:2][c:3]1[cH:4][c:5]([CH:16]=[CH:17][CH:18]=[CH:19][C:20](=[O:21])[NH:22][CH2:23][CH2:24][N:25]2[CH2:26][CH2:27][CH:28]([O:31][CH:32]([c:33]3[cH:34][cH:35][cH:36][cH:37][cH:38]3)[c:39]3[cH:40][cH:41][cH:42][cH:43][cH:44]3)[CH2:29][CH2:30]2)[cH:6][cH:7][c:8]1[OH:9]. Reactants: [Al+3], [H-], [H-], [H-], [H-], [Li+], COC(=O)c1ccccc1-n1cccc1. Yields the product OCc1ccccc1-n1cccc1. As a reaction SMILES: [Al+3:2].[H-:1].[H-:4].[H-:5].[H-:6].[Li+:3].[n:7]1(-[c:12]2[c:13]([C:14](=[O:15])[O:16][CH3:17])[cH:18][cH:19][cH:20][cH:21]2)[cH:8][cH:9][cH:10][cH:11]1>>[n:7]1(-[c:12]2[c:13]([CH2:14][OH:15])[cH:18][cH:19][cH:20][cH:21]2)[cH:8][cH:9][cH:10][cH:11]1.